Dataset: the Open Reaction Database (ORD), a public repository of structured organic reaction records. Task: describe an organic reaction: reactants, conditions, products, and yield The reactants are N1N=CC2=C(C=CC=C12)C=1N=C(C2=C(N1)SC(=C2)C(=O)O)N2CCOCC2 (2-(1H-indazol-4-yl)-4-morpholinothieno[2,3-d]pyrimidine-6-carboxylic acid), C(C)(=O)NC=1C=C(C=CC1)B(O)O (3-acetamidophenylboronic acid). Yields the product N1N=CC2=C(C=CC=C12)C=1N=C(C2=C(N1)C=C(O2)C=2C=C(C=CC2)NC(C)=O)N2CCOCC2 (N-(3-(2-(1H-indazol-4-yl)-4-morpholinofuro[3,2-d]pyrimidin-6-yl)phenyl)acetamide). Reaction SMILES: [NH:1]1[C:9]2[C:4](=[C:5]([C:10]3[N:11]=[C:12]([N:22]4[CH2:27][CH2:26][O:25][CH2:24][CH2:23]4)[C:13]4[CH:18]=[C:17]([C:19]([OH:21])=O)SC=4[N:15]=3)[CH:6]=[CH:7][CH:8]=2)[CH:3]=[N:2]1.[C:28]([NH:31][C:32]1[CH:33]=[C:34](B(O)O)[CH:35]=[CH:36][CH:37]=1)(=[O:30])[CH3:29]>>[NH:1]1[C:9]2[C:4](=[C:5]([C:10]3[N:11]=[C:12]([N:22]4[CH2:23][CH2:24][O:25][CH2:26][CH2:27]4)[C:13]4[O:21][C:19]([C:34]5[CH:33]=[C:32]([NH:31][C:28](=[O:30])[CH3:29])[CH:37]=[CH:36][CH:35]=5)=[CH:17][C:18]=4[N:15]=3)[CH:6]=[CH:7][CH:8]=2)[CH:3]=[N:2]1. Procedure details: 2-Chloro-6-iodo-4-morpholinofuro[3,2-d]pyrimidine 45 from Example 27 was reacted with 3-acetamidophenylboronic acid via General Procedure A to give the corresponding intermediate, after purification by flash chromatography, which was then reacted with 4-(4,4,5,5-tetramethyl-1,3,2-dioxaborolan-2-yl)-1H-indazole 7 to give, after purification by reverse phase HPLC, 341. MS (Q1) 455 (M+)